The task is: describe an organic reaction: reactants, conditions, products, and yield. This data is from the Open Reaction Database (ORD), a public repository of structured organic reaction records. Starting materials: ClC1=NC=C(C(=O)NC2=CC=C(C=C2)F)C=C1 (6-chloro-N-(4-fluoro-phenyl)-nicotinamide), ice water, [S-]CC.[Na+] (sodium thioethoxide), [S-]CC.[Na+] (sodium thioethoxide). Run in O1CCCC1 (tetrahydrofuran). Product: C(C)SC1=NC=C(C(=O)NC2=CC=C(C=C2)F)C=C1 (6-Ethylsulfanyl-N-(4-fluoro-phenyl)-nicotinamide). The yield is 67.9%. Reaction SMILES: Cl[C:2]1[CH:17]=[CH:16][C:5]([C:6]([NH:8][C:9]2[CH:14]=[CH:13][C:12]([F:15])=[CH:11][CH:10]=2)=[O:7])=[CH:4][N:3]=1.[S-:18][CH2:19][CH3:20].[Na+]>O1CCCC1>[CH2:19]([S:18][C:2]1[CH:17]=[CH:16][C:5]([C:6]([NH:8][C:9]2[CH:14]=[CH:13][C:12]([F:15])=[CH:11][CH:10]=2)=[O:7])=[CH:4][N:3]=1)[CH3:20] |f:1.2|. Reported procedure: Into a round-bottomed flask equipped with a condenser was placed 6-chloro-N-(4-fluoro-phenyl)-nicotinamide (0.20 g, 0.80 mmol), tetrahydrofuran (6 mL), and sodium thioethoxide (0.10 g, 1.2 mmol). The mixture was heated to reflux for 4 h at which time additional sodium thioethoxide (0.10 g, 1.2 mmol) was added and stirred for 2 additional hours. The reaction mixture was then cooled and poured into ice water and the solids isolated by vacuum filtration to provide 0.15 g (68%) of the product as a w...